This data is from the Open Reaction Database (ORD), a public repository of structured organic reaction records. The task is: describe an organic reaction: reactants, conditions, products, and yield Reactants: CON=C(C#N)C=1C[N+](C=CC1)=O (α-(Methoxyimino)-α-(1-oxopyridinium-3-yl)acetonitrile), [BH4-].[Na+] (Sodium borohydride). Solvent: CO (methanol), O (water), O (water), CO (methanol). Conditions: time 2 hour. The product is CON=C(C#N)C=1CN(CCC1)O (α-(Methoxyimino)-α-(1-hydroxy-1,2,5,6-tetrahydropyridin-3-yl)acetonitrile). Yield: 67.7%. As a reaction SMILES: [BH4-].[Na+].[CH3:3][O:4][N:5]=[C:6]([C:9]1[CH2:10][N+:11](=[O:15])[CH:12]=[CH:13][CH:14]=1)[C:7]#[N:8]>CO.O>[CH3:3][O:4][N:5]=[C:6]([C:9]1[CH2:10][N:11]([OH:15])[CH2:12][CH2:13][CH:14]=1)[C:7]#[N:8] |f:0.1|. Procedure: Sodium borohydride (0.13 g, 0.0034 mol) was added to a mixture of methanol (5 ml) and water (5 ml) at 0° C. To this was added dropwise a solution of α-(methoxyimino)-α-(1-oxopyridinium-3-yl)acetonitrile (D5) (0.2 g, 0.0011 mol) in methanol (30 ml) and water (5 ml). The mixture was allowed to warm to room temperature and stirred for a further 2 h. The mixture was evaporated to dryness and the residue partitioned between saturated aqueous potassium carbonate (25 ml) and chloroform(3×30 ml). The or... Starting materials: CCOC(=O)CC#N, Cl, O=N[O-], [Na+], O, O=P(O)(O)O. Product: CCOC(=O)C(C#N)=NO. As a reaction SMILES: [C:5](#[N:6])[CH2:7][C:8](=[O:9])[O:10][CH2:11][CH3:12].[ClH:18].[N:1](=[O:2])[O-:3].[Na+:4].[OH2:19].[P:13](=[O:14])([OH:15])([OH:16])[OH:17]>>[N:1]([OH:3])=[C:7]([C:5]#[N:6])[C:8](=[O:9])[O:10][CH2:11][CH3:12]. Reactants: C(C)(=O)O[C@H]1C(N(C(C1)=O)[C@H]1[C@@H](CCCC1)O)=O ((3R)-1-((1R,2R)-2-hydroxylcyclohex-1-yl)-2,5-dioxopyrrolidin-3-yl acetate), C(C1=CC=CC=C1)OC=1C=C(C=CC1OC)CCN=C(C(Cl)(Cl)Cl)[O-] (2-(3-benzyloxy-4-methoxy-phenyl)-ethyl-2,2,2-trichloroacetimidate). Solvent: ClCCl (dichloromethane), ClCCl (dichloromethane). Conditions: temperature 0 celsius, time 20 minute. Product: C(C)(=O)O[C@H]1C(NC(C1)=O)=O (2,5-dioxopyrrolidin-3-(R)-yl acetate). The yield is 271.1%. As a reaction SMILES: [C:1]([O:4][C@@H:5]1[CH2:9][C:8](=[O:10])[N:7]([C@@H]2CCCC[C@H]2O)[C:6]1=[O:18])(=[O:3])[CH3:2].C(OC1C=C(CCN=C([O-])C(Cl)(Cl)Cl)C=CC=1OC)C1C=CC=CC=1>ClCCl>[C:1]([O:4][C@@H:5]1[CH2:9][C:8](=[O:10])[NH:7][C:6]1=[O:18])(=[O:3])[CH3:2]. Procedure: To a chilled (0° C.) solution of (3R)-1-((1R,2R)-2-hydroxylcyclohex-1-yl)-2,5-dioxopyrrolidin-3-yl acetate (15.0 g, 58.7 mmol) in anhydrous dichloromethane (100 mL) was added tetrafluoroboric acid diethyl ether complex (3.2 mL). The resultant reaction mixture was stirred at 0° C. for 20 minutes before adding a solution of 2-(3-benzyloxy-4-methoxy-phenyl)-ethyl-2,2,2-trichloroacetimidate (24.8 g, 61.6 mmol, 1.05 equiv.) in dichloromethane (100 mL) via an addition funnel over 30 minutes. The react... The reactants are C([O-])([O-])=O.[K+].[K+] (potassium carbonate), C(C1=CC=CC=C1)Cl (benzyl chloride), NC1=C(C=C(C(=C1)Cl)[N+](=O)[O-])O (2-amino-4-chloro-5-nitrophenol), [OH-].[K+] (KOH). The reagents and catalysts are [Br-].C(CCC)[N+](CCCC)(CCCC)CCCC (tetrabutyl ammonium bromide). Run in CC(=O)C (acetone), O (water). Run at temperature 55 celsius. Yields the product C(C1=CC=CC=C1)OC1=C(N)C=C(C(=C1)[N+](=O)[O-])Cl (2-benzyloxy-5-chloro-4-nitroaniline). Isolated yield 90.9%. As a reaction SMILES: [NH2:1][C:2]1[CH:7]=[C:6]([Cl:8])[C:5]([N+:9]([O-:11])=[O:10])=[CH:4][C:3]=1[OH:12].[OH-].[K+].C(=O)([O-])[O-].[K+].[K+].[CH2:21](Cl)[C:22]1[CH:27]=[CH:26][CH:25]=[CH:24][CH:23]=1>[Br-].C([N+](CCCC)(CCCC)CCCC)CCC.O.CC(C)=O>[CH2:21]([O:12][C:3]1[CH:4]=[C:5]([N+:9]([O-:11])=[O:10])[C:6]([Cl:8])=[CH:7][C:2]=1[NH2:1])[C:22]1[CH:27]=[CH:26][CH:25]=[CH:24][CH:23]=1 |f:1.2,3.4.5,7.8|. Reported procedure: In a 500-ml flask, place 18.9 g (0.1 m) of 2-amino-4-chloro-5-nitrophenol (1) and 120 ml of acetone, and heat to 50° C. Add 7.2 g (0.1 m×1.15@90%) of KOH flakes and stir at 55° C. to make a deep red brown solution. Add 6.9 g (0.05 m) of potassium carbonate, 0.8 g of tetrabutyl ammonium bromide and 14.6 g (0.1 m×1.15) of benzyl chloride. Stir the reaction mixture under reflux with fast stirring for 3 hrs. Cool the mixture to room temperature and add 240 ml of water slowly. Stir the resulting slur... The reactants are C(C)(C)C=1C=C(OCCC2=C3CC(NC3=CC=C2)=O)C=CC1 (4-[2-(3-isopropyl-phenoxy)-ethyl]-1,3-dihydro-indol-2-one), CN(CCCC=1C(=C(NC1C)C=O)C)C (4-(3-dimethylamino-propyl)-3,5-dimethyl-1H-pyrrole-2-carbaldehyde). Reagents/catalysts: N1CCCC1 (pyrrolidine). The solvent is C(C)O (ethanol). Run at temperature 90 celsius. The product is CN(CCCC=1C(=C(NC1C)C=C1C(NC2=CC=CC(=C12)CCOC1=CC(=CC=C1)C(C)C)=O)C)C (3-[4-(3-dimethylamino-propyl)-3,5-dimethyl-1H-pyrrol-2-ylmethylene]-4-[2-(3-isopropyl-phenoxy)-ethyl]-1,3-dihydro-indol-2-one). Isolated yield 86.7%. RXN SMILES: [CH:1]([C:4]1[CH:5]=[C:6]([CH:20]=[CH:21][CH:22]=1)[O:7][CH2:8][CH2:9][C:10]1[CH:18]=[CH:17][CH:16]=[C:15]2[C:11]=1[CH2:12][C:13](=[O:19])[NH:14]2)([CH3:3])[CH3:2].[CH3:23][N:24]([CH3:37])[CH2:25][CH2:26][CH2:27][C:28]1[C:29]([CH3:36])=[C:30]([CH:34]=O)[NH:31][C:32]=1[CH3:33]>N1CCCC1.C(O)C>[CH3:37][N:24]([CH3:23])[CH2:25][CH2:26][CH2:27][C:28]1[C:29]([CH3:36])=[C:30]([CH:34]=[C:12]2[C:11]3[C:15](=[CH:16][CH:17]=[CH:18][C:10]=3[CH2:9][CH2:8][O:7][C:6]3[CH:20]=[CH:21][CH:22]=[C:4]([CH:1]([CH3:3])[CH3:2])[CH:5]=3)[NH:14][C:13]2=[O:19])[NH:31][C:32]=1[CH3:33]. Procedure details: A mixture of 4-[2-(3-isopropyl-phenoxy)-ethyl]-1,3-dihydro-indol-2-one (28 mg, 0.095 mmol), 4-(3-dimethylamino-propyl)-3,5-dimethyl-1H-pyrrole-2-carbaldehyde (20 mg, 0.095 mmol) and 1 drop of pyrrolidine in 1.0 mL of ethanol was heated at 90° C. for 4 hours and cooled to room temperature. The precipitate was filtered, washed with cold ethanol and hexane, and dried in a vacuum oven overnight to give 40 mg (87%) of 3-[4-(3-dimethylamino-propyl)-3,5-dimethyl-1H-pyrrol-2-ylmethylene]-4-[2-(3-isoprop... Starting materials: Cl.ClC1=CC=C(C=C1)NN (4-chlorophenylhydrazine hydrochloride), ClC=1C=C2C(=CN(C2=CC1)CC#C)CCNC (2-(5-chloro-1-(prop-2-ynyl)-1H-indol-3-yl)-N-methylethanamine), C(C)OC(CCCNC)OCC (4,4-diethoxy-N-methylbutan-1-amine), C(=O)(C(F)(F)F)O (TFA), C(C#C)Br (propargyl bromide), ClC1=CC=C(C=C1)N(N)CC#C (1-(4-chlorophenyl)-1-(prop-2-ynyl)hydrazine), C=O (formaldehyde). Reagents/catalysts: [Cl-].C(CCC)[N+](CCCC)(CCCC)CCCC (tetra-n-butylammonium chloride). Solvent: C(C)#N (acetonitrile). Product: ClC=1C=C2C3=C(N(C2=CC1)CC#C)CN(CC3)C (6-chloro-2,3,4,9-tetrahydro-2-methyl-9-(prop-2-ynyl)-1H-pyrido[3,4-b]indole). Reaction SMILES: Cl.Cl[C:3]1C=CC(NN)=CC=1.C(Br)C#C.ClC1C=CC(N(CC#C)N)=CC=1.C(OC(OCC)CCCNC)C.[Cl:39][C:40]1[CH:41]=[C:42]2[C:46](=[CH:47][CH:48]=1)[N:45]([CH2:49][C:50]#[CH:51])[CH:44]=[C:43]2[CH2:52][CH2:53][NH:54][CH3:55].C=O.C(O)(C(F)(F)F)=O>[Cl-].C([N+](CCCC)(CCCC)CCCC)CCC.C(#N)C>[Cl:39][C:40]1[CH:41]=[C:42]2[C:46](=[CH:47][CH:48]=1)[N:45]([CH2:49][C:50]#[CH:51])[C:44]1[CH2:55][N:54]([CH3:3])[CH2:53][CH2:52][C:43]2=1 |f:0.1,8.9|. Reported procedure: The title compound was prepared by following General Methods 2, 3 and 4 using 4-chlorophenylhydrazine hydrochloride, propargyl bromide, and tetra-n-butylammonium chloride (General Method 2), 1-(4-chlorophenyl)-1-(prop-2-ynyl)hydrazine (Example 8) and 4,4-diethoxy-N-methylbutan-1-amine (General Method 3) and 2-(5-chloro-1-(prop-2-ynyl)-1H-indol-3-yl)-N-methylethanamine (Example 17), formaldehyde and TFA in acetonitrile (General Method 4). Starting materials: BrC=1N=C(SC1)N1C2COCC1CC2 (8-(4-bromothiazol-2-yl)-3-oxa-8-azabicyclo[3.2.1]octane), compound 56, C(C)O (ethanol), ClC1=CC=C(C=C1)B(O)O ((4-chlorophenyl) boronic acid), C([O-])([O-])=O.[K+].[K+] (potassium carbonate). The reagents and catalysts are C=1C=CC(=CC1)[P](C=2C=CC=CC2)(C=3C=CC=CC3)[Pd]([P](C=4C=CC=CC4)(C=5C=CC=CC5)C=6C=CC=CC6)([P](C=7C=CC=CC7)(C=8C=CC=CC8)C=9C=CC=CC9)[P](C=1C=CC=CC1)(C=1C=CC=CC1)C=1C=CC=CC1 (tetrakis(triphenylphosphine)palladium(0)). Run in C1(=CC=CC=C1)C (toluene). Run at temperature 92.5 celsius. Product: ClC1=CC=C(C=C1)C=1N=C(SC1)N1C2COCC1CC2 (8-(4-(4-chlorophenyl)thiazol-2-yl)-3-oxa-8-azabicyclo[3.2.1]octane). Yield: 86.9%. RXN SMILES: Br[C:2]1[N:3]=[C:4]([N:7]2[CH:12]3[CH2:13][CH2:14][CH:8]2[CH2:9][O:10][CH2:11]3)[S:5][CH:6]=1.C(O)C.[Cl:18][C:19]1[CH:24]=[CH:23][C:22](B(O)O)=[CH:21][CH:20]=1.C(=O)([O-])[O-].[K+].[K+]>C1(C)C=CC=CC=1.C1C=CC([P]([Pd]([P](C2C=CC=CC=2)(C2C=CC=CC=2)C2C=CC=CC=2)([P](C2C=CC=CC=2)(C2C=CC=CC=2)C2C=CC=CC=2)[P](C2C=CC=CC=2)(C2C=CC=CC=2)C2C=CC=CC=2)(C2C=CC=CC=2)C2C=CC=CC=2)=CC=1>[Cl:18][C:19]1[CH:24]=[CH:23][C:22]([C:2]2[N:3]=[C:4]([N:7]3[CH:12]4[CH2:13][CH2:14][CH:8]3[CH2:9][O:10][CH2:11]4)[S:5][CH:6]=2)=[CH:21][CH:20]=1 |f:3.4.5,^1:44,46,65,84|. Reported procedure: To a solution of 8-(4-bromothiazol-2-yl)-3-oxa-8-azabicyclo[3.2.1]octane (Step-1 of o compound 56, 0.29 g, 1.05 mmol) in a mixture of toluene:ethanol (1.5 ml:4.5 ml) were added (4-chlorophenyl) boronic acid (0.18 g, 1.16 mmol) and potassium carbonate (0.29 g, 2.11 mmol) at 25° C. in a tube, the nitrogen gas was bubbled through reaction mixture for 15 minutes. To the reaction mixture was added tetrakis(triphenylphosphine)palladium(0) (0.06 g, 0.05 mmol) under nitrogen and the tube was sealed. The... Starting materials: O=C(n1ccnc1)n1ccnc1, O=CO, CC(N)CCc1ccc(Oc2ccc(OC(C)C)nc2)cc1, O=C(O)C(F)(F)F. Product: CC(CCc1ccc(Oc2ccc(OC(C)C)nc2)cc1)NC=O. RXN SMILES: [C:30]([n:31]1[cH:32][cH:33][n:34][cH:35]1)([n:36]1[cH:37][cH:38][n:39][cH:40]1)=[O:41].[CH:42]([OH:43])=[O:44].[CH:8]([CH3:9])([CH3:10])[O:11][c:12]1[cH:13][cH:14][c:15]([O:18][c:19]2[cH:20][cH:21][c:22]([CH2:25][CH2:26][CH:27]([CH3:28])[NH2:29])[cH:23][cH:24]2)[cH:16][n:17]1.[F:1][C:2]([C:3](=[O:4])[OH:7])([F:5])[F:6]>>[CH:3](=[O:4])[NH:29][CH:27]([CH2:26][CH2:25][c:22]1[cH:21][cH:20][c:19]([O:18][c:15]2[cH:14][cH:13][c:12]([O:11][CH:8]([CH3:9])[CH3:10])[n:17][cH:16]2)[cH:24][cH:23]1)[CH3:28].